Dataset: the Open Reaction Database (ORD), a public repository of structured organic reaction records. Task: describe an organic reaction: reactants, conditions, products, and yield Starting materials: C(C)(C)(C)OC(=O)C(=P(C1=CC=CC=C1)(C1=CC=CC=C1)C1=CC=CC=C1)N1C(C(C1SCC(CC1=CC=CC=C1)=O)NC(C1=CC=CC=C1)(C1=CC=CC=C1)C1=CC=CC=C1)=O (1-(1-t-Butoxycarbonyl-1-triphenylphosphoranylidenemethyl)-3-(triphenylmethylamino)-4-(3-phenyl-2-oxopropylthio)azetidin- 2-one). Run in O1CCOCC1 (dioxan). Product: C(C1=CC=CC=C1)C=1CS[C@H]2N(C1C(=O)OC(C)(C)C)C(C2NC(C2=CC=CC=C2)(C2=CC=CC=C2)C2=CC=CC=C2)=O (t-Butyl 3-benzyl-7-triphenylmethylamino-3-cephem-4-carboxylate). Yield: 62.7%. Reaction SMILES: [C:1]([O:5][C:6]([C:8]([N:28]1[CH:31]([S:32][CH2:33][C:34](=O)[CH2:35][C:36]2[CH:41]=[CH:40][CH:39]=[CH:38][CH:37]=2)[CH:30]([NH:43][C:44]([C:57]2[CH:62]=[CH:61][CH:60]=[CH:59][CH:58]=2)([C:51]2[CH:56]=[CH:55][CH:54]=[CH:53][CH:52]=2)[C:45]2[CH:50]=[CH:49][CH:48]=[CH:47][CH:46]=2)[C:29]1=[O:63])=P(C1C=CC=CC=1)(C1C=CC=CC=1)C1C=CC=CC=1)=[O:7])([CH3:4])([CH3:3])[CH3:2]>O1CCOCC1>[CH2:35]([C:34]1[CH2:33][S:32][C@@H:31]2[CH:30]([NH:43][C:44]([C:57]3[CH:62]=[CH:61][CH:60]=[CH:59][CH:58]=3)([C:51]3[CH:52]=[CH:53][CH:54]=[CH:55][CH:56]=3)[C:45]3[CH:46]=[CH:47][CH:48]=[CH:49][CH:50]=3)[C:29](=[O:63])[N:28]2[C:8]=1[C:6]([O:5][C:1]([CH3:4])([CH3:3])[CH3:2])=[O:7])[C:36]1[CH:37]=[CH:38][CH:39]=[CH:40][CH:41]=1. Procedure: 1-(1-t-Butoxycarbonyl-1-triphenylphosphoranylidenemethyl)-3-(triphenylmethylamino)-4-(3-phenyl-2-oxopropylthio)azetidin- 2-one (331 mg) was refluxed in dry dioxan (15 ml) under nitrogen for 25 hours. Evaporation of the solvent and chromatography of the residue on silica gave (III) (141 mg). νmax (CHCl3) 3480, 1775, 1710, 1630 cm-1 δ ppm (CDCl3) 1.5 (s.9H), 2.95 (d.1H. J= 10Hz, D2O exchange), 3.00 (centre of AB quartet), 3.68 (centre of AB quartet, J= 15Hz), 4.25 (d. 1H. J= 5Hz), 4.70 (q. 1H, J= ... The reactants are C(C)(=O)[O-].[K+] (potassium acetate), C(#N)CC(=O)OCC (ethyl cyanoacetate), C(=C)C(=O)C (methyl vinyl ketone), CN(C)C=O (DMF), ClC(C(=O)OCC)(Cl)C#N (ethyl 2,2-dichlorocyanoacetate), P(Cl)(Cl)Cl (PCl3). Run in C(C)N(CC)CC (triethylamine), C1(=CC=CC=C1)C (toluene). Run at temperature 5 celsius, time 30 minute. The product is ClC1=NC(=CC=C1C(=O)OCC)C (Ethyl 2-chloro-6-methyl-3-pyridinecarboxylate). The yield is 73.0%. Reaction SMILES: C([O-])(=O)C.[K+].[C:6]([CH2:8][C:9]([O:11][CH2:12][CH3:13])=[O:10])#[N:7].[Cl:14]C(C#N)(Cl)C(OCC)=O.[CH:24]([C:26]([CH3:28])=O)=[CH2:25].CN(C=O)C.P(Cl)(Cl)Cl>C(N(CC)CC)C.C1(C)C=CC=CC=1>[Cl:14][C:6]1[C:8]([C:9]([O:11][CH2:12][CH3:13])=[O:10])=[CH:25][CH:24]=[C:26]([CH3:28])[N:7]=1 |f:0.1|. Reported procedure: To a mixture of 20 mL of toluene, 0.5 g of potassium acetate, 0.7 ml of triethylamine, and 4.25 g (40 mmol) of ethyl cyanoacetate at 5° C. were added dropwise 7.28 g (40 mmol) of ethyl 2,2-dichlorocyanoacetate. The resulting mixture was stirred at 5° C. for 30 min., and methyl vinyl ketone (4.2 g, 60 mmol) was added via a syringe pump in 1 h. After stirring at room temperature for 6 hours, 6.2 mL (80 mmol) of DMF was added, followed by slow addition of PCl3 (11 g, 80 mmol). Anhydrous HCl gas was... Reactants: CCOC(=O)c1nc2c(=O)[nH]c3cc(C(F)(F)F)ccc3n2c1CBr, CCOP(OCC)OCC. The product is CCOC(=O)c1nc2c(=O)[nH]c3cc(C(F)(F)F)ccc3n2c1P(=O)(OCC)OCC. RXN SMILES: [Br:1][CH2:2][c:3]1[c:4]([C:21](=[O:22])[O:23][CH2:24][CH3:25])[n:5][c:6]2[n:7]1[c:8]1[cH:9][cH:10][c:11]([C:17]([F:18])([F:19])[F:20])[cH:12][c:13]1[nH:14][c:15]2=[O:16].[P:26]([O:27][CH2:28][CH3:29])([O:30][CH2:31][CH3:32])[O:33][CH2:34][CH3:35]>>[c:3]1([P:26]([O:27][CH2:28][CH3:29])([O:30][CH2:31][CH3:32])=[O:33])[c:4]([C:21](=[O:22])[O:23][CH2:24][CH3:25])[n:5][c:6]2[n:7]1[c:8]1[cH:9][cH:10][c:11]([C:17]([F:18])([F:19])[F:20])[cH:12][c:13]1[nH:14][c:15]2=[O:16]. Reactants: ClC=1C=C(C=CC1)C1CNC2=CC=CC=C12 (3-(3-chlorophenyl)indoline), CCN(C(C)C)C(C)C (DIEA), CS(=O)(=O)Cl (methanesulfonyl chloride). Run in C(Cl)Cl (DCM), C(Cl)Cl (DCM). Reaction conditions: time 1.5 hour. Yields the product CS(=O)(=O)N1CC(C2=CC=CC=C12)C1=CC(=CC=C1)Cl (1-Methylsulfonyl-3-(3-chlorophenyl)indoline), oil. Yield: 85.0%. As a reaction SMILES: [Cl:1][C:2]1[CH:3]=[C:4]([CH:8]2[C:16]3[C:11](=[CH:12][CH:13]=[CH:14][CH:15]=3)[NH:10][CH2:9]2)[CH:5]=[CH:6][CH:7]=1.CCN(C(C)C)C(C)C.[CH3:26][S:27](Cl)(=[O:29])=[O:28]>C(Cl)Cl>[CH3:26][S:27]([N:10]1[C:11]2[C:16](=[CH:15][CH:14]=[CH:13][CH:12]=2)[CH:8]([C:4]2[CH:5]=[CH:6][CH:7]=[C:2]([Cl:1])[CH:3]=2)[CH2:9]1)(=[O:29])=[O:28]. Procedure details: To a solution of 3-(3-chlorophenyl)indoline (3.88 g, 16.9 mmol) and DIEA (2.40 g, 18.6 mmol) in DCM (40 mL) was added dropwise methanesulfonyl chloride (2.13 g, 18.6 mmol) at about 0° C. The mixture was stirred for about 1.5 hours. The solution was diluted with DCM and washed with saturated NaHCO3 solution (2 times), 1N HCl aqueous solution (2 times) and brine (2 times) and dried over anhydrous MgSO4, filtered and concentrated in vacuo. The crude product was purified by column chromatography on ... Starting materials: CC(=O)Nc1ccc(OCCBr)cc1, Cc1cc2c(Cl)c(C#N)ccc2[nH]1. Product: CC(=O)Nc1ccc(OCCn2c(C)cc3c(Cl)c(C#N)ccc32)cc1. RXN SMILES: [Br:14][CH2:15][CH2:16][O:17][c:18]1[cH:19][cH:20][c:21]([NH:24][C:25]([CH3:26])=[O:27])[cH:22][cH:23]1.[Cl:1][c:2]1[c:3]2[cH:4][c:5]([CH3:13])[nH:6][c:7]2[cH:8][cH:9][c:10]1[C:11]#[N:12]>>[Cl:1][c:2]1[c:3]2[cH:4][c:5]([CH3:13])[n:6]([CH2:15][CH2:16][O:17][c:18]3[cH:19][cH:20][c:21]([NH:24][C:25]([CH3:26])=[O:27])[cH:22][cH:23]3)[c:7]2[cH:8][cH:9][c:10]1[C:11]#[N:12].